Dataset: the Open Reaction Database (ORD), a public repository of structured organic reaction records. Task: describe an organic reaction: reactants, conditions, products, and yield Reactants: OC(C)(C)C(C)(C)O (pinacol), B(OC)(OC)OC (trimethyl borate), [Li]CCCC (n-BuLi), BrC1=C(C=CC=C1)C=1C2=CC=CC=C2C(=C2C=CC=CC12)C1=C(C=CC=C1)Br (9,10-bis(2-bromophenyl)anthracene). Solvent: C1(=CC=CC=C1)C (toluene), C(C)(=O)OCC (ethyl acetate), C(C)OCC (diethyl ether), O (water), C(C)(=O)O (acetic acid), O (water). Conditions: time 6 hour. Yields the product C1=CC=CC2=CC3=CC=CC=C3C=C12 (anthracene). RXN SMILES: [Li]CCCC.BrC1C=CC=CC=1[C:13]1[C:14]2[C:19]([C:20](C3C=CC=CC=3Br)=[C:21]3[C:26]=1[CH:25]=[CH:24][CH:23]=[CH:22]3)=[CH:18][CH:17]=[CH:16][CH:15]=2.B(OC)(OC)OC.OC(C(O)(C)C)(C)C>C(OCC)C.O.C1(C)C=CC=CC=1.C(OCC)(=O)C.C(O)(=O)C>[CH:15]1[C:14]2[C:19](=[CH:20][C:21]3[C:26]([CH:13]=2)=[CH:25][CH:24]=[CH:23][CH:22]=3)[CH:18]=[CH:17][CH:16]=1. Procedure details: 40.0 ml of n-BuLi (2.5M in hexane) are added to a suspension of 19.5 g (40 mmol) of 9,10-bis(2-bromophenyl)anthracene in 1000 ml of diethyl ether, and the mixture is stirred at room temperature for 6 h. The reaction mixture is subsequently cooled to −78° C., and 26.8 ml (240 mmol) of trimethyl borate are added rapidly with vigorous stirring. After slow warming to room temperature, a mixture of 8 ml of acetic acid and 300 ml of water and then 500 ml of ethyl acetate are added, the mixture is stir... Starting materials: ClC1=NN=C(C2=CC(=CC=C12)Cl)C1=CC=CC=C1 (1,6-dichloro-4-phenyl-phthalazine), C(C)(=O)NN (acetyl hydrazine). Run in C(CCC)O (butanol). Yields the product ClC=1C=C2C(=NN3C(C2=CC1)=NN=C3C)C3=CC=CC=C3 (8-chloro-3-methyl-6-phenyl-1,2,4-triazolo [3,4-a]phthalazine). RXN SMILES: Cl[C:2]1[C:11]2[C:6](=[CH:7][C:8]([Cl:12])=[CH:9][CH:10]=2)[C:5]([C:13]2[CH:18]=[CH:17][CH:16]=[CH:15][CH:14]=2)=[N:4][N:3]=1.[C:19]([NH:22][NH2:23])(=O)[CH3:20]>C(O)CCC>[Cl:12][C:8]1[CH:7]=[C:6]2[C:11](=[CH:10][CH:9]=1)[C:2]1=[N:23][N:22]=[C:19]([CH3:20])[N:3]1[N:4]=[C:5]2[C:13]1[CH:18]=[CH:17][CH:16]=[CH:15][CH:14]=1. Procedure details: A mixture of 1,6-dichloro-4-phenyl-phthalazine (8 g), acetyl hydrazine (4.4 g) and butanol (100 ml) is refluxed for 25 hours. Then the solvent is evaporated off and the residue is washed carefully with a small amount of water and crystallized from ethanol yielding 6 g of the compound of the title. M.p. 236°-38° C. Starting materials: NC1CCN(CC1)CCN1C(C=NC2=CC=C(C=C12)F)=O (1-[2-(4-aminopiperidin-1-yl)ethyl]-7-fluoroquinoxalin-2(1H)-one), NC1CCN(CC1)CCN1C(C=NC2=CC=C(C=C12)F)=O (1-[2-(4-aminopiperidin-1-yl)ethyl]-7-fluoroquinoxalin-2(1H)-one), FC=1C=C2C=C(NC2=CC1)C(=O)O (5-fluoro-1H-indole-2-carboxylic acid), CC[N+](=C=N)CCCN(C)C (N-(3-Dimethylaminopropyl)-N-ethylcarbodiimide), O.ON1N=NC2=C1C=CC=C2 (1-Hydroxybenzotriazole hydrate). The solvent is ClCCl.CN(C)C=O (dichloromethane DMF). Run at time 2.5 hour. Yields the product FC=1C=C2C=C(NC2=CC1)C(=O)NC1CCN(CC1)CCN1C(C=NC2=CC=C(C=C12)F)=O (5-Fluoro-N-{1-[2-(7-fluoro-2-oxoquinoxalin-1(2H)-yl)ethyl]piperidin-4-yl}-1H-indole-2-carboxamide). Isolated yield 79.6%. Reaction SMILES: [NH2:1][CH:2]1[CH2:7][CH2:6][N:5]([CH2:8][CH2:9][N:10]2[C:19]3[C:14](=[CH:15][CH:16]=[C:17]([F:20])[CH:18]=3)[N:13]=[CH:12][C:11]2=[O:21])[CH2:4][CH2:3]1.[F:22][C:23]1[CH:24]=[C:25]2[C:29](=[CH:30][CH:31]=1)[NH:28][C:27]([C:32](O)=[O:33])=[CH:26]2.CC[N+](CCCN(C)C)=C=N.O.ON1C2C=CC=CC=2N=N1>ClCCl.CN(C=O)C>[F:22][C:23]1[CH:24]=[C:25]2[C:29](=[CH:30][CH:31]=1)[NH:28][C:27]([C:32]([NH:1][CH:2]1[CH2:3][CH2:4][N:5]([CH2:8][CH2:9][N:10]3[C:19]4[C:14](=[CH:15][CH:16]=[C:17]([F:20])[CH:18]=4)[N:13]=[CH:12][C:11]3=[O:21])[CH2:6][CH2:7]1)=[O:33])=[CH:26]2 |f:3.4,5.6|. Procedure details: A mixture of 1-[2-(4-aminopiperidin-1-yl)ethyl]-7-fluoroquinoxalin-2(1H)-one (Intermediate 140, 130 mg, 0.448 mmol), 5-fluoro-1H-indole-2-carboxylic acid (96.3 mg, 0.538 mmol), N-(3-Dimethylaminopropyl)-N-ethylcarbodiimide (EDC)(124 mg, 0.645 mmol) and 1-Hydroxybenzotriazole hydrate (HOBT) (87 mg, 0.645 mmol) in dichloromethane/DMF (4:1, 10 mL) was stirred for 2.5 hours at room temperature. The solvent was removed under reduced pressure and the residue was suspended in methanol, stirred for 45 m... The reactants are N(=[N+]=[N-])[C@@H]([C@](C)(O)C1=C(C=CC(=C1)F)F)C=1C=NC=C(C1)Br ((1R,2R)-1-azido-1-(5-bromopyridin-3-yl)-2-(2,5-difluorophenyl)propan-2-ol), BrC=1C=NC=C(C1)[C@H]1O[C@]1(C)C1=C(C=CC(=C1)F)F (3-bromo-5-((2R,3R)-3-(2,5-difluorophenyl)-3-methyloxiran-2-yl)pyridine). Yields the product N(=[N+]=[N-])[C@@H]([C@@](C)(O)C1=C(C=CC(=C1)F)F)C=1C=NC=C(C1)Br ((1R,2S)-1-Azido-1-(5-bromopyridin-3-yl)-2-(2,5-difluorophenyl)propan-2-ol). RXN SMILES: [N:1]([C@H:4]([C:16]1[CH:17]=[N:18][CH:19]=[C:20]([Br:22])[CH:21]=1)[C@@:5]([C:8]1[CH:13]=[C:12]([F:14])[CH:11]=[CH:10][C:9]=1[F:15])([OH:7])[CH3:6])=[N+:2]=[N-:3].BrC1C=NC=C([C@@H]2[C@](C3C=C(F)C=CC=3F)(C)O2)C=1>>[N:1]([C@H:4]([C:16]1[CH:17]=[N:18][CH:19]=[C:20]([Br:22])[CH:21]=1)[C@:5]([C:8]1[CH:13]=[C:12]([F:14])[CH:11]=[CH:10][C:9]=1[F:15])([OH:7])[CH3:6])=[N+:2]=[N-:3]. Reported procedure: Prepared according to the same procedure as (1R,2R)-1-azido-1-(5-bromopyridin-3-yl)-2-(2,5-difluorophenyl)propan-2-ol, starting with 3-bromo-5-((2R,3R)-3-(2,5-difluorophenyl)-3-methyloxiran-2-yl)pyridine 1H NMR (400 MHz, DMSO-d6) δ 8.57 (d, J=2.3 Hz, 1H), 8.32 (d, J=1.8 Hz, 1H), 7.86 (t, J=2.0 Hz, 1H), 7.20 (ddd, J=11.0, 9.0, 4.6 Hz, 1H), 7.15-7.02 (m, 2H), 6.38 (s, 1H), 5.08 (s, 1H), 1.72 (d, J=1.3 Hz, 3H). Mass spec.: 371.1 (MH)+. Reactants: ClC(C(=O)C1=CC=C2CN(C3=C(CN21)C=CC=C3)C(=O)C3=CC=C(C=C3)C3=C(C=CC=C3)C)(Cl)Cl (2,2,2-trichloro-1-{10-[(2′-methyl-1,1′-biphenyl-4-yl)carbonyl]-10,11-dihydro-5H-pyrrolo[2,1-c][1,4]benzodiazepine-3-yl}ethanone), NCC=1C=NC=CC1 (3-aminomethylpyridine), CS(=O)C (dimethylsulfoxide). Procedure details: A solution of 2,2,2-trichloro-1-{10-[(2′-methyl-1,1′-biphenyl-4-yl)carbonyl]-10,11-dihydro-5H-pyrrolo[2,1-c][1,4]benzodiazepine-3-yl}ethanone (1.72 mmol), and 3-aminomethylpyridine (3.44 mmol) in dimethylsulfoxide (8.6 mmol) and acetonitrile (15 mL) was stirred at 80° C. for 18 hours. The solvent was evaporated and the residue dissolved in dichloromethane, washed with water, dried over anhydrous sodium sulfate, and evaporated. The material was purified by HPLC (Normal phase, Luna CN bonded packi... RXN SMILES: ClC(Cl)(Cl)[C:3]([C:5]1[N:14]2[C:8]([CH2:9][N:10]([C:19]([C:21]3[CH:26]=[CH:25][C:24]([C:27]4[CH:32]=[CH:31][CH:30]=[CH:29][C:28]=4[CH3:33])=[CH:23][CH:22]=3)=[O:20])[C:11]3[CH:18]=[CH:17][CH:16]=[CH:15][C:12]=3[CH2:13]2)=[CH:7][CH:6]=1)=[O:4].[NH2:36][CH2:37][C:38]1[CH:39]=[N:40][CH:41]=[CH:42][CH:43]=1.CS(C)=O>C(#N)C>[CH3:33][C:28]1[CH:29]=[CH:30][CH:31]=[CH:32][C:27]=1[C:24]1[CH:23]=[CH:22][C:21]([C:19]([N:10]2[C:11]3[CH:18]=[CH:17][CH:16]=[CH:15][C:12]=3[CH2:13][N:14]3[C:5]([C:3]([NH:36][CH2:37][C:38]4[CH:39]=[N:40][CH:41]=[CH:42][CH:43]=4)=[O:4])=[CH:6][CH:7]=[C:8]3[CH2:9]2)=[O:20])=[CH:26][CH:25]=1. Product: CC1=C(C=CC=C1)C1=CC=C(C=C1)C(=O)N1CC=2N(CC3=C1C=CC=C3)C(=CC2)C(=O)NCC=2C=NC=CC2 (10-[(2′-METHYL-1,1′-BIPHENYL-4-YL)CARBONYL]-N-(PYRIDIN-3-YLMETHYL)-10,11-DIHYDRO-5H-PYRROLO[2,1-C][1,4]BENZODIAZEPINE-3-CARBOXAMIDE). Solvent: C(C)#N (acetonitrile).